Dataset: the Open Reaction Database (ORD), a public repository of structured organic reaction records. Task: describe an organic reaction: reactants, conditions, products, and yield Reactants: C(C1=CC=CC=C1)OC(=O)N1CCC(CC1)CCCCC(C(=O)OCC)=O (ethyl 6-(1-benzyloxycarbonyl-4-piperidyl)-2-oxohexanoate), C(C)O (ethanol), C(C)(=O)O (acetic acid), C(#N)[BH3-].[Na+] (sodium cyanoborohydride). Run in O (water). Reaction conditions: time 8 hour. Product: C(C1=CC=CC=C1)OC(=O)N1CCC(CC1)CCCCC(C(=O)OCC)O (ethyl 6-(1-benzyloxycarbonyl-4-piperidyl)-2-hydroxyhexanoate). Yield: 61.2%. RXN SMILES: [CH2:1]([O:8][C:9]([N:11]1[CH2:16][CH2:15][CH:14]([CH2:17][CH2:18][CH2:19][CH2:20][C:21](=[O:27])[C:22]([O:24][CH2:25][CH3:26])=[O:23])[CH2:13][CH2:12]1)=[O:10])[C:2]1[CH:7]=[CH:6][CH:5]=[CH:4][CH:3]=1.C(O)C.C(O)(=O)C.C([BH3-])#N.[Na+]>O>[CH2:1]([O:8][C:9]([N:11]1[CH2:16][CH2:15][CH:14]([CH2:17][CH2:18][CH2:19][CH2:20][CH:21]([OH:27])[C:22]([O:24][CH2:25][CH3:26])=[O:23])[CH2:13][CH2:12]1)=[O:10])[C:2]1[CH:3]=[CH:4][CH:5]=[CH:6][CH:7]=1 |f:3.4|. Procedure details: To a chilled mixture of ethyl 6-(1-benzyloxycarbonyl-4-piperidyl)-2-oxohexanoate (26 g), ethanol (40 ml) and acetic acid (6.2 g) is added sodium cyanoborohydride (4.4 g) with stirring. After being stirred for 1 hour, the mixture is allowed to stand overnight at room temperature, diluted with water (500 ml) and extracted with methylene chloride. The extract is dried over anhydrous magnesium sulfate and concentrated in vacuo. The residue is purified by silica gel column chromatography using hexane... Starting materials: COCCO, [Fe], O=C1c2ccccc2C(=O)c2c(NO)cccc21, O=S(=O)(O)O. The product is Nc1cccc2c1C(=O)c1ccccc1C2=O. RXN SMILES: [CH3:25][O:26][CH2:27][CH2:28][OH:29].[Fe:24].[OH:1][NH:2][c:3]1[cH:4][cH:5][cH:6][c:7]2[c:16]1[C:15](=[O:17])[c:14]1[c:9]([cH:10][cH:11][cH:12][cH:13]1)[C:8]2=[O:18].[S:19](=[O:20])(=[O:21])([OH:22])[OH:23]>>[NH2:2][c:3]1[cH:4][cH:5][cH:6][c:7]2[c:16]1[C:15](=[O:17])[c:14]1[c:9]([cH:10][cH:11][cH:12][cH:13]1)[C:8]2=[O:18]. Yields the product O=C(NS(=O)(=O)c1ccccc1NC(=O)c1cccc(OCc2ccccc2)c1)Oc1ccccc1. Reaction SMILES: [C:1]([O:2][c:3]1[cH:4][cH:5][cH:6][cH:7][cH:8]1)(=[O:9])[Cl:10].[CH2:11]([c:12]1[cH:13][cH:14][cH:15][cH:16][cH:17]1)[O:18][c:19]1[cH:20][c:21]([C:22](=[O:23])[NH:24][c:25]2[c:26]([S:31]([NH2:32])(=[O:33])=[O:34])[cH:27][cH:28][cH:29][cH:30]2)[cH:35][cH:36][cH:37]1.[CH3:38][N:39]([CH3:40])[c:41]1[cH:42][cH:43][n:44][cH:45][cH:46]1.[O:47]1[CH2:48][CH2:49][CH2:50][CH2:51]1>>[C:1]([O:2][c:3]1[cH:4][cH:5][cH:6][cH:7][cH:8]1)(=[O:9])[NH:32][S:31]([c:26]1[c:25]([NH:24][C:22]([c:21]2[cH:20][c:19]([O:18][CH2:11][c:12]3[cH:13][cH:14][cH:15][cH:16][cH:17]3)[cH:37][cH:36][cH:35]2)=[O:23])[cH:30][cH:29][cH:28][cH:27]1)(=[O:33])=[O:34]. Reactants: O=C(Cl)Oc1ccccc1, NS(=O)(=O)c1ccccc1NC(=O)c1cccc(OCc2ccccc2)c1, CN(C)c1ccncc1, C1CCOC1.